Dataset: the Open Reaction Database (ORD), a public repository of structured organic reaction records. Task: describe an organic reaction: reactants, conditions, products, and yield Reactants: CC(C)(C)[Si](OCCCCON1C(=O)c2ccccc2C1=O)(c1ccccc1)c1ccccc1, CNN, ClCCl. Product: CC(C)(C)[Si](OCCCCON)(c1ccccc1)c1ccccc1. RXN SMILES: [C:1]([CH3:2])([CH3:3])([CH3:4])[Si:5]([O:6][CH2:7][CH2:8][CH2:9][CH2:10][O:11][N:12]1[C:13](=[O:14])[c:15]2[c:16]([cH:17][cH:18][cH:19][cH:20]2)[C:21]1=[O:22])([c:23]1[cH:24][cH:25][cH:26][cH:27][cH:28]1)[c:29]1[cH:30][cH:31][cH:32][cH:33][cH:34]1.[CH3:35][NH:36][NH2:37].[Cl:38][CH2:39][Cl:40]>>[C:1]([CH3:2])([CH3:3])([CH3:4])[Si:5]([O:6][CH2:7][CH2:8][CH2:9][CH2:10][O:11][NH2:12])([c:23]1[cH:24][cH:25][cH:26][cH:27][cH:28]1)[c:29]1[cH:30][cH:31][cH:32][cH:33][cH:34]1. The product is CC(C)(C)OC(=O)NC(Cc1ccccc1F)C(O)Cc1ncccc1C(=O)O. As a reaction SMILES: [BH4-:30].[C:1]([CH3:2])([CH3:3])([CH3:4])[O:5][C:6](=[O:7])[NH:8][CH:9]([C:10]([CH2:11][c:12]1[c:13]([C:14](=[O:15])[OH:16])[cH:17][cH:18][cH:19][n:20]1)=[O:21])[CH2:22][c:23]1[c:24]([F:29])[cH:25][cH:26][cH:27][cH:28]1.[CH3:39][CH2:40][OH:41].[Na+:31].[Na+:38].[OH2:32].[S:33](=[O:34])(=[O:35])([OH:36])[O-:37]>>[C:1]([CH3:2])([CH3:3])([CH3:4])[O:5][C:6](=[O:7])[NH:8][CH:9]([CH:10]([CH2:11][c:12]1[c:13]([C:14](=[O:15])[OH:16])[cH:17][cH:18][cH:19][n:20]1)[OH:21])[CH2:22][c:23]1[c:24]([F:29])[cH:25][cH:26][cH:27][cH:28]1. Starting materials: [BH4-], CC(C)(C)OC(=O)NC(Cc1ccccc1F)C(=O)Cc1ncccc1C(=O)O, CCO, [Na+], [Na+], O, O=S(=O)([O-])O. Reactants: Cl.NO (hydroxylamine hydrochloride), [OH-].[Na+] (sodium hydroxide), CN(C)C=NC(=O)C=1N=CC=2NC3=CC=CC=C3C2C1 (N-[(dimethylamino)methylene]-beta-carboline-3-carboxamide). The solvent is O (water), C(C)(=O)O (acetic acid), O (water). Conditions: time 0.5 hour. Product: ONC=NC(=O)C=1N=CC=2NC3=CC=CC=C3C2C1 (N-[(hydroxyamino)methylene]-beta-carboline-3-carboxamide). The yield is 95.2%. As a reaction SMILES: Cl.N[OH:3].[OH-].[Na+].C[N:7]([CH:9]=[N:10][C:11]([C:13]1[N:14]=[CH:15][C:16]2[NH:17][C:18]3[C:23]([C:24]=2[CH:25]=1)=[CH:22][CH:21]=[CH:20][CH:19]=3)=[O:12])C>O.C(O)(=O)C>[OH:3][NH:7][CH:9]=[N:10][C:11]([C:13]1[N:14]=[CH:15][C:16]2[NH:17][C:18]3[C:23]([C:24]=2[CH:25]=1)=[CH:22][CH:21]=[CH:20][CH:19]=3)=[O:12] |f:0.1,2.3|. Reported procedure: A mixture of 0.35 g of hydroxylamine hydrochloride, 1.5 ml of water, 1.0 ml of 5 N sodium hydroxide, 3.5 ml of acetic acid and 1.1 g of N-[(dimethylamino)methylene]-beta-carboline-3-carboxamide is allowed to stand for 1/2 h at room temperature. After adding 3 ml of water, the white precipitate is filtered off and washed with water. 1.0 g of N-[(hydroxyamino)methylene]-beta-carboline-3-carboxamide with a m.p. of 235°-240° C. is obtained. Reactants: N(N)C(N)=S (Hydrazinecarbothioamide), BrC1=CC(=C(C(=O)Cl)C=C1)F (4-bromo-2-fluorobenzoyl chloride). The solvent is C1CCOC1 (THF). Reaction conditions: time 1 hour. Product: BrC1=CC(=C(C(=O)NNC(N)=S)C=C1)F (2-(4-bromo-2-fluorobenzoyl)-hydrazinecarbothioamide). As a reaction SMILES: [NH:1]([C:3](=[S:5])[NH2:4])[NH2:2].[Br:6][C:7]1[CH:15]=[CH:14][C:10]([C:11](Cl)=[O:12])=[C:9]([F:16])[CH:8]=1>C1COCC1>[Br:6][C:7]1[CH:15]=[CH:14][C:10]([C:11]([NH:2][NH:1][C:3](=[S:5])[NH2:4])=[O:12])=[C:9]([F:16])[CH:8]=1. Reported procedure: Hydrazinecarbothioamide (6.8 g, 75 mmol) was added to a solution of 4-bromo-2-fluorobenzoyl chloride (11.8 g, 50.0 mmol) in THF (50 mL) at rt and stirred for 1 hour. The reaction mixture was concentrated to give 2-(4-bromo-2-fluorobenzoyl)-hydrazinecarbothioamide as a white solid, which was used directly in the next step without purification. MS (ESI): mass calcd. for C8H7BFN3OS, 290.95, m/z found, 292.1 [M+H]+. Reactants: C(C)(C)(C)OC(=O)N[C@@H](CC(C)C)C=1SC=C(N1)C(=O)OCC ((1S)-1-(tert-butoxycarbonyl)amino-1-(4-carboethoxythiazol-2-yl)-3-methylbutane), C(=O)(OCC1=CC=CC=C1)N[C@@H](CC(C)C)C(=O)O (N-Cbz-L-leucine), C(=O)(OCC1=CC=CC=C1)N[C@@H](CC(C)C)C(=O)N[C@@H](CC(C)C)C(=O)O (N-Cbz-L-leucinyl-L-leucine). Yields the product C(C1=CC=CC=C1)OC(=O)N[C@H](C(=O)NCC=1SC=C(N1)C(=O)OCC)CC(C)C ((2S)-2-(benzyloxycarbonyl)amino-N-(4-carboethoxythiazol-2-yl)methyl-4-methylpentanamide). RXN SMILES: C(O[C:6]([NH:8][C@H:9]([C:14]1[S:15][CH:16]=[C:17]([C:19]([O:21][CH2:22][CH3:23])=[O:20])[N:18]=1)CC(C)C)=[O:7])(C)(C)C.[C:24]([NH:34][C@H:35](C(O)=O)[CH2:36][CH:37]([CH3:39])[CH3:38])([O:26][CH2:27][C:28]1[CH:33]=[CH:32][CH:31]=[CH:30][CH:29]=1)=[O:25].C(N[C@H](C(N[C@H](C(O)=O)CC(C)C)=O)CC(C)C)(OCC1C=CC=CC=1)=O>>[CH2:27]([O:26][C:24]([NH:34][C@@H:35]([CH2:36][CH:37]([CH3:39])[CH3:38])[C:6]([NH:8][CH2:9][C:14]1[S:15][CH:16]=[C:17]([C:19]([O:21][CH2:22][CH3:23])=[O:20])[N:18]=1)=[O:7])=[O:25])[C:28]1[CH:33]=[CH:32][CH:31]=[CH:30][CH:29]=1. Procedure details: Following the procedure of Example 13, except substituting 1-(tert-butoxycarbonyl)amino-1-(4-carboethoxythiazol-2-yl)methane for (1S)-1-(tert-butoxycarbonyl)amino-1-(4-carboethoxythiazol-2-yl)-3-methylbutane, and N-Cbz-L-leucine for N-Cbz-L-leucinyl-L-leucine, the title compound was prepared (0.120 g, 32%). MS (MH+): 434.2.